From a dataset of the Open Reaction Database (ORD), a public repository of structured organic reaction records. describe an organic reaction: reactants, conditions, products, and yield Starting materials: O=C1C=2C=CC=C(C2CCC1)C#N (5-oxo-5,6,7,8-tetrahydronaphthalene-1-carbonitrile), C(=O)C1CCC=2C(=CC=CC12)C#N (1-formyl-2,3-dihydro-1H-indene-4-carbonitrile). The product is C(=O)C1C=2C=CC=C(C2CCC1)C#N (5-Formyl-5,6,7,8-tetrahydronaphthalene-1-carbonitrile). Reaction SMILES: O=[C:2]1[CH2:11][CH2:10][CH2:9][C:8]2[C:7]([C:12]#[N:13])=[CH:6][CH:5]=[CH:4][C:3]1=2.[CH:14](C1C2C=CC=C(C#N)C=2CC1)=[O:15]>>[CH:14]([CH:2]1[CH2:11][CH2:10][CH2:9][C:8]2[C:7]([C:12]#[N:13])=[CH:6][CH:5]=[CH:4][C:3]1=2)=[O:15]. Reported procedure: 5-Formyl-5,6,7,8-tetrahydronaphthalene-1-carbonitrile was prepared from 5-oxo-5,6,7,8-tetrahydronaphthalene-1-carbonitrile in an analogous fashion to that described above for the synthesis of 1-formyl-2,3-dihydro-1H-indene-4-carbonitrile (Steps B and C). Reactants: BrC1=C(SC2=NC=CC=C21)C(=O)O (3-bromothieno[2,3-b]pyridine-2-carboxylic acid), [BH4-].[BH4-].[BH4-].[BH4-].[Na+].[Na+].[Na+].[Na+] (sodium tetraborohydride). The solvent is S(=O)(Cl)Cl (thionyl chloride). Run at time 1 hour. Yields the product BrC1=C(SC2=NC=CC=C21)CO ({3-bromothieno[2,3-b]pyridin-2-yl}methanol). As a reaction SMILES: [Br:1][C:2]1[C:10]2[C:5](=[N:6][CH:7]=[CH:8][CH:9]=2)[S:4][C:3]=1[C:11](O)=[O:12].[BH4-].[BH4-].[BH4-].[BH4-].[Na+].[Na+].[Na+].[Na+]>S(Cl)(Cl)=O>[Br:1][C:2]1[C:10]2[C:5](=[N:6][CH:7]=[CH:8][CH:9]=2)[S:4][C:3]=1[CH2:11][OH:12] |f:1.2.3.4.5.6.7.8|. Reported procedure: A solution of 3-bromothieno[2,3-b]pyridine-2-carboxylic acid (14b) (30 mg, 0.12 mmol) in thionyl chloride (2 mL) was refluxed for 1 hour. All volatiles were removed by co-evaporation with toluene. The residue was diluted in dimethoxyethane (2 mL) and sodium tetraborohydride (5 mg, 0.13 mmol) was added to the solution at room temperature. The reaction mixture was stirred for 1 hour, then quenched with water (10 mL) and extracted with ethyl acetate (2×10 mL). The organic layer was washed with brin... Starting materials: O (Water), [H-].[Na+] (sodium hydride), CC(COC(=O)Cl)C (2-methylpropoxycarbonyl chloride), C(C=C)NC1=NC2=CC=C(C=C2C(=N1)N)[N+](=O)[O-] (2-allylamino-4-amino-6-nitroquinazoline). Solvent: CN(C)C=O (DMF). Run at time 3 hour. The product is C(C=C)NC1=NC2=CC=C(C=C2C(=N1)NC(=O)OCC(C)C)[N+](=O)[O-] (2-Allylamino-4-(2-methylpropoxycarbonyl)amino-6-nitroquinazoline). Yield: 18.6%. As a reaction SMILES: [CH2:1]([NH:4][C:5]1[N:14]=[C:13]([NH2:15])[C:12]2[C:7](=[CH:8][CH:9]=[C:10]([N+:16]([O-:18])=[O:17])[CH:11]=2)[N:6]=1)[CH:2]=[CH2:3].[H-].[Na+].[CH3:21][CH:22]([CH3:28])[CH2:23][O:24][C:25](Cl)=[O:26].O>CN(C=O)C>[CH2:1]([NH:4][C:5]1[N:14]=[C:13]([NH:15][C:25]([O:24][CH2:23][CH:22]([CH3:28])[CH3:21])=[O:26])[C:12]2[C:7](=[CH:8][CH:9]=[C:10]([N+:16]([O-:18])=[O:17])[CH:11]=2)[N:6]=1)[CH:2]=[CH2:3] |f:1.2|. Procedure details: 500 mg (2.04 mmol) of 2-allylamino-4-amino-6-nitroquinazoline was dissolved in 5 ml of DMF, and then 80 mg (2.33 mmol) of 70% sodium hydride and 280 mg (2.05 mmol) of 2-methylpropoxycarbonyl chloride were added thereto under ice cooling, followed by stirring for 3 hours. Water was added to the reaction solution, followed by extraction with ethyl acetate, successive washing with brine and drying over anhydrous sodium sulfate. After the solvent was distilled off, the residue was purified by a sili... Reaction conditions: time 5 minute. Reactants: C(C1=CC=CC=C1)OC1CC(C(CC1)OCC(O)C1=CC=CC=C1)F (2-{[4-(Benzyloxy)-2-fluorocyclohexyl]oxy}-1-phenylethanol), C(C)(C)N(CC)C(C)C (diisopropylethylamine), [Si](C)(C)(C(C)(C)C)OS(=O)(=O)C(F)(F)F (TBSOTf), O (water). Procedure details: To a solution of 2-{[4-(Benzyloxy)-2-fluorocyclohexyl]oxy}-1-phenylethanol (8.46 g, 24.6 mmol) in dichloromethane (100 mL) at 0° C. was added diisopropylethylamine (17.1 mL, 98.8 mmol) and TBSOTf (13.0 mL, 49.4 mmol). The reaction mixture was stirred for 5 min and then poured into water. The layers were separated and the aqueous extracted with dichloromethane (3×). The combined organic layers were washed with water and brine, dried over Na2SO4, filtered and concentrated. Purification by flash co... Product: C(C1=CC=CC=C1)OC1CC(C(CC1)OCC(O[Si](C)(C)C(C)(C)C)C1=CC=CC=C1)F ((2-{[4-(Benzyloxy)-2-fluorocyclohexyl]oxy}-1-phenylethoxy)(tert-butyl)dimethylsilane). Yield: 100.1%. Solvent: ClCCl (dichloromethane). RXN SMILES: [CH2:1]([O:8][CH:9]1[CH2:14][CH2:13][CH:12]([O:15][CH2:16][CH:17]([C:19]2[CH:24]=[CH:23][CH:22]=[CH:21][CH:20]=2)[OH:18])[CH:11]([F:25])[CH2:10]1)[C:2]1[CH:7]=[CH:6][CH:5]=[CH:4][CH:3]=1.C(N(C(C)C)CC)(C)C.[Si:35](OS(C(F)(F)F)(=O)=O)([C:38]([CH3:41])([CH3:40])[CH3:39])([CH3:37])[CH3:36].O>ClCCl>[CH2:1]([O:8][CH:9]1[CH2:14][CH2:13][CH:12]([O:15][CH2:16][CH:17]([C:19]2[CH:24]=[CH:23][CH:22]=[CH:21][CH:20]=2)[O:18][Si:35]([C:38]([CH3:41])([CH3:40])[CH3:39])([CH3:37])[CH3:36])[CH:11]([F:25])[CH2:10]1)[C:2]1[CH:3]=[CH:4][CH:5]=[CH:6][CH:7]=1.